Dataset: the Open Reaction Database (ORD), a public repository of structured organic reaction records. Task: describe an organic reaction: reactants, conditions, products, and yield The reactants are CN1C(C(=CC2=CC=CC=C12)CN(C(=O)C1CCCCC1)C1(CNCC1)C)=O (N-[(1-methyl-2-oxo-1,2-dihydroquinolin-3-yl)methyl]-N-(3-methylpyrrolidin-3-yl)cyclohexanecarboxamide), C(C)(=O)O[BH-](OC(C)=O)OC(C)=O.[Na+] (Sodium triacetoxyborohydride), C1(CCC1)C=O (cyclobutanecarbaldehyde), C(C)(=O)O (acetic acid). The solvent is C(Cl)Cl (CH2Cl2). Conditions: time 2.5 hour. Product: C1(CCC1)CN1CC(CC1)(C)N(C(=O)C1CCCCC1)CC=1C(N(C2=CC=CC=C2C1)C)=O (N-[1-(cyclobutylmethyl)-3-methylpyrrolidin-3-yl]-N-[(1-methyl-2-oxo-1,2-dihydroquinolin-3-yl)methyl]cyclohexanecarboxamide). RXN SMILES: [CH3:1][N:2]1[C:11]2[C:6](=[CH:7][CH:8]=[CH:9][CH:10]=2)[CH:5]=[C:4]([CH2:12][N:13]([C:22]2([CH3:27])[CH2:26][CH2:25][NH:24][CH2:23]2)[C:14]([CH:16]2[CH2:21][CH2:20][CH2:19][CH2:18][CH2:17]2)=[O:15])[C:3]1=[O:28].[CH:29]1([CH:33]=O)[CH2:32][CH2:31][CH2:30]1.C(O)(=O)C.C(O[BH-](OC(=O)C)OC(=O)C)(=O)C.[Na+]>C(Cl)Cl>[CH:29]1([CH2:33][N:24]2[CH2:25][CH2:26][C:22]([N:13]([CH2:12][C:4]3[C:3](=[O:28])[N:2]([CH3:1])[C:11]4[C:6]([CH:5]=3)=[CH:7][CH:8]=[CH:9][CH:10]=4)[C:14]([CH:16]3[CH2:21][CH2:20][CH2:19][CH2:18][CH2:17]3)=[O:15])([CH3:27])[CH2:23]2)[CH2:32][CH2:31][CH2:30]1 |f:3.4|. Procedure details: N-[(1-methyl-2-oxo-1,2-dihydroquinolin-3-yl)methyl]-N-(3-methylpyrrolidin-3-yl)cyclohexanecarboxamide (300 mg, 0.786 mmol), cyclobutanecarbaldehyde (99 mg, 1.180 mmol), and acetic acid (0.090 ml, 1.573 mmol) were combined in CH2Cl2 (70 ml). Sodium triacetoxyborohydride (333 mg, 1.573 mmol) was added and the reaction stirred for 2.5 hours. The reaction mixture was partitioned between CH2Cl2 and satd. bicarb, the aqueous portion extracted 3×CH2Cl2, and the organic portion dried (Na2SO4) then conce... Reactants: C([O-])([O-])=O.[Na+].[Na+] (sodium carbonate), BrC=1C(=C2CCC=3N(C2=CC1)C(=NN3)C)C3CC3 (7-bromo-6-cyclopropyl-1-methyl-4,5-dihydro-[1,2,4]triazolo[4,3-a]quinoline), FC=1C=C(C=NC1)B(O)O ((5-fluoropyridin-3-yl)boronic acid), O1CCOCC1 (1,4-dioxane). The reagents and catalysts are C1=CC=C(C=C1)P([C-]2C=CC=C2)C3=CC=CC=C3.C1=CC=C(C=C1)P([C-]2C=CC=C2)C3=CC=CC=C3.Cl[Pd]Cl.[Fe+2] (Pd(dppf)2Cl2). Run in O (water). Reaction conditions: temperature 80 celsius, time 12 hour. Product: C1(CC1)C1=C2CCC=3N(C2=CC=C1C=1C=NC=C(C1)F)C(=NN3)C (6-cyclopropyl-7-(5-fluoropyridin-3-yl)-1-methyl-4,5-dihydro-[1,2,4]triazolo[4,3-a]quinoline). As a reaction SMILES: Br[C:2]1[C:3]([CH:16]2[CH2:18][CH2:17]2)=[C:4]2[C:9](=[CH:10][CH:11]=1)[N:8]1[C:12]([CH3:15])=[N:13][N:14]=[C:7]1[CH2:6][CH2:5]2.[F:19][C:20]1[CH:21]=[C:22](B(O)O)[CH:23]=[N:24][CH:25]=1.O1CCOCC1.C(=O)([O-])[O-].[Na+].[Na+]>C1C=CC(P(C2C=CC=CC=2)[C-]2C=CC=C2)=CC=1.C1C=CC(P(C2C=CC=CC=2)[C-]2C=CC=C2)=CC=1.Cl[Pd]Cl.[Fe+2].O>[CH:16]1([C:3]2[C:2]([C:22]3[CH:23]=[N:24][CH:25]=[C:20]([F:19])[CH:21]=3)=[CH:11][CH:10]=[C:9]3[C:4]=2[CH2:5][CH2:6][C:7]2[N:8]3[C:12]([CH3:15])=[N:13][N:14]=2)[CH2:18][CH2:17]1 |f:3.4.5,6.7.8.9|. Reported procedure: To a stirred solution of 7-bromo-6-cyclopropyl-1-methyl-4,5-dihydro-[1,2,4]triazolo[4,3-a]quinoline (147-8; 0.250 g, 0.00082 mol) and (5-fluoropyridin-3-yl)boronic acid (0.126 g, 0.009 mol) in the mixture of 1,4-dioxane (10 mL) and water (10 mL) was added sodium carbonate (0.260 g, 0.00246 mol). Reaction mass was purged with argon for 20 min. Then catalyst Pd(dppf)2Cl2 (0.066 g, 0.000082 mol) was added and allowed to stir at 80° C. for 12 h. The reaction mixture was filtered through CELITE bed a...